Dataset: the Open Reaction Database (ORD), a public repository of structured organic reaction records. Task: describe an organic reaction: reactants, conditions, products, and yield The reactants are [Si](C)(C)(C(C)(C)C)OCC1=NC=C(C=C1)C(CC(C)C)O (2-(tert-butyldimethylsilyloxymethyl)-5-(1-hydroxy-3-methyl-butyl)-pyridine). The reagents and catalysts are [O-2].[O-2].[Mn+4] (manganese dioxide). Run in O1CCOCC1 (1,4-dioxane). Reaction conditions: temperature 70 celsius. Yields the product [Si](C)(C)(C(C)(C)C)OCC1=NC=C(C=C1)C(CC(C)C)=O (2-(tert-Butyldimethylsilyloxymethyl)-5-(3-methyl-butyryl)-pyridine). The yield is 99.8%. RXN SMILES: [Si:1]([O:8][CH2:9][C:10]1[CH:15]=[CH:14][C:13]([CH:16]([OH:21])[CH2:17][CH:18]([CH3:20])[CH3:19])=[CH:12][N:11]=1)([C:4]([CH3:7])([CH3:6])[CH3:5])([CH3:3])[CH3:2]>O1CCOCC1.[O-2].[O-2].[Mn+4]>[Si:1]([O:8][CH2:9][C:10]1[CH:15]=[CH:14][C:13]([C:16](=[O:21])[CH2:17][CH:18]([CH3:19])[CH3:20])=[CH:12][N:11]=1)([C:4]([CH3:7])([CH3:6])[CH3:5])([CH3:3])[CH3:2] |f:2.3.4|. Procedure details: Add manganese dioxide (1.32 g) to a stirred solution of 2-(tert-butyldimethylsilyloxymethyl)-5-(1-hydroxy-3-methyl-butyl)-pyridine (330 mg, 1.066 mmol) in anhydrous 1,4-dioxane (30 mL). Heat the mixture to 70° C. overnight. Cool the reaction mixture to room temperature, filter through Celite® and wash with EtOAc. Concentrate the filtrate in vacuo to provide the desired intermediate as oil (327 mg, 100%). GC-MS m/z: 307 (M+.).